From a dataset of the Open Reaction Database (ORD), a public repository of structured organic reaction records. describe an organic reaction: reactants, conditions, products, and yield Reactants: CO, CC(=O)OCC(=O)Nc1cc2c(cc1F)CC(=O)N2, [Na+], [OH-], O. Yields the product O=C(CO)Nc1cc2c(cc1F)CC(=O)N2. RXN SMILES: [CH3:23][OH:24].[F:1][c:2]1[cH:3][c:4]2[c:8]([cH:9][c:10]1[NH:11][C:12](=[O:13])[CH2:14][O:15][C:16](=[O:17])[CH3:18])[NH:7][C:6](=[O:19])[CH2:5]2.[Na+:22].[OH-:21].[OH2:20]>>[F:1][c:2]1[cH:3][c:4]2[c:8]([cH:9][c:10]1[NH:11][C:12](=[O:13])[CH2:14][OH:15])[NH:7][C:6](=[O:19])[CH2:5]2.